From a dataset of the Open Reaction Database (ORD), a public repository of structured organic reaction records. describe an organic reaction: reactants, conditions, products, and yield Starting materials: CC(=O)Oc1c(C(C)(C)C)cc2c(c1C(C)(C)C)CC(C)(CN)O2, C(=NC1CCCCC1)=NC1CCCCC1, C1CCOC1, S=C=S. Yields the product CC(=O)Oc1c(C(C)(C)C)cc2c(c1C(C)(C)C)CC(C)(CN=C=S)O2. Reaction SMILES: [C:19]([CH3:20])(=[O:21])[O:22][c:23]1[c:24]([C:39]([CH3:40])([CH3:41])[CH3:42])[cH:25][c:26]2[c:27]([c:34]1[C:35]([CH3:36])([CH3:37])[CH3:38])[CH2:28][C:29]([CH3:31])([CH2:32][NH2:33])[O:30]2.[CH:1]1([N:2]=[C:3]=[N:4][CH:5]2[CH2:6][CH2:7][CH2:8][CH2:9][CH2:10]2)[CH2:11][CH2:12][CH2:13][CH2:14][CH2:15]1.[O:43]1[CH2:44][CH2:45][CH2:46][CH2:47]1.[S:16]=[C:17]=[S:18]>>[C:17](=[S:18])=[N:33][CH2:32][C:29]1([CH3:31])[CH2:28][c:27]2[c:26]([cH:25][c:24]([C:39]([CH3:40])([CH3:41])[CH3:42])[c:23]([O:22][C:19]([CH3:20])=[O:21])[c:34]2[C:35]([CH3:36])([CH3:37])[CH3:38])[O:30]1. Reactants: ClC1=CC=C(C=C1)C#CC1=CC=C(CN(C(C2=CC(=CC=C2)F)=O)C2=CC3=C(OC(OC3=O)(C)C)C=C2)C=C1 (N-{4-[(4-chlorophenyl)ethynyl]benzyl}-N-(2,2-dimethyl-4-oxo-4H-1,3-benzodioxin-6-yl)-3-fluorobenzamide), [OH-].[Na+] (NaOH). Product: ClC1=CC=C(C=C1)C#CC1=CC=C(CN(C=2C=CC(=C(C(=O)O)C2)O)C(C2=CC(=CC=C2)F)=O)C=C1 (5-[{4-[(4-chlorophenyl)ethynyl]benzyl}(3-fluorobenzoyl)amino]-2-hydroxybenzoic acid). As a reaction SMILES: [Cl:1][C:2]1[CH:7]=[CH:6][C:5]([C:8]#[C:9][C:10]2[CH:39]=[CH:38][C:13]([CH2:14][N:15]([C:25]3[CH:37]=[CH:36][C:28]4[O:29]C(C)(C)[O:31][C:32](=[O:33])[C:27]=4[CH:26]=3)[C:16](=[O:24])[C:17]3[CH:22]=[CH:21][CH:20]=[C:19]([F:23])[CH:18]=3)=[CH:12][CH:11]=2)=[CH:4][CH:3]=1.[OH-].[Na+]>>[Cl:1][C:2]1[CH:3]=[CH:4][C:5]([C:8]#[C:9][C:10]2[CH:11]=[CH:12][C:13]([CH2:14][N:15]([C:16](=[O:24])[C:17]3[CH:22]=[CH:21][CH:20]=[C:19]([F:23])[CH:18]=3)[C:25]3[CH:37]=[CH:36][C:28]([OH:29])=[C:27]([CH:26]=3)[C:32]([OH:33])=[O:31])=[CH:38][CH:39]=2)=[CH:6][CH:7]=1 |f:1.2|. Procedure: The titled compound was prepared following the procedure C using N-{4-[(4-chlorophenyl)ethynyl]benzyl}-N-(2,2-dimethyl-4-oxo-4H-1,3-benzodioxin-6-yl)-3-fluorobenzamide and NaOH as a white powder (56%). 1H NMR (MeOD, 300 MHz) δ 7.51 (m, 5H), 7.45-7.22 (m, 5H), 7.20-7.02 (m, 4H), 6.79 (d, J=9 Hz, 1H), 5.15 (s, 2H) M− (ESI): 497.9. HPLC. Rt: 4.92 min (Purity: 97.9%). The reactants are ClC=1C=C(C=C(C1)Cl)O (3,5-dichlorophenol), N1C=NC=C1 (imidazole), CN(C)C=O (DMF), O (water), CC(C)(C)[Si](C)(C)Cl (TBDMS-Cl). Reaction conditions: temperature 0 celsius, time 10 minute. The product is [Si](C)(C)(C(C)(C)C)OC1=CC(=C(C=O)C(=C1)Cl)Cl (4-(tert-butyldimethylsilanyloxy)-2,6-dichlorobenzaldehyde). Reaction SMILES: [Cl:1][C:2]1[CH:3]=[C:4]([OH:9])[CH:5]=[C:6]([Cl:8])[CH:7]=1.N1C=CN=C1.[CH3:15][C:16]([Si:19](Cl)([CH3:21])[CH3:20])([CH3:18])[CH3:17].O.CN([CH:27]=[O:28])C>>[Si:19]([O:9][C:4]1[CH:3]=[C:2]([Cl:1])[C:7]([CH:27]=[O:28])=[C:6]([Cl:8])[CH:5]=1)([C:16]([CH3:18])([CH3:17])[CH3:15])([CH3:21])[CH3:20]. Procedure: To a solution of 3,5-dichlorophenol (10.0 g, 61.3 mmol) in DMF (120 mL) at 0° C. was added 9.19 g (135 mmol) of imidazole and the dark yellow solution was allowed to stir at 0° C. for 10 min. To this was added TBDMS-Cl (10.18 g, 67.5 mmol) and the solution went from pale yellow to clear in 1 min. The solution was allowed to stir from 0° C. to ambient temperature over 18 h. The mixture was cooled to 0° C. then water (120 mL) was added and stirred for 10 min. The mixture was extracted with EtOAc, ... Procedure: A 31% aqueous hydrogen peroxide solution (2 ml) and hexaammonium heptamolybdate tetrahydrate (30 mg) were added to a solution of 3,6-dichloro-2-[(6-chloropyridin-3-ylthio) (pyridin-4-yl)methyl]pyridine (82 mg, 0.24 mmol) in methanol (4 ml). The resulting mixture was stirred at room temperature for 2 hours. Ethyl acetate was added to the reaction mixture. After washing with a saturated aqueous solution of sodium bicarbonate, the organic layer was dried over anhydrous sodium sulfate and filtered. ... Solvent: CCCCCC (hexane), CO (methanol). Reactants: C(C)(=O)OCC (ethyl acetate), [Si](C)(C)(C(C)(C)C)OCCC(C(S(=O)(=O)C1=CC=C(C=C1)Cl)C1=C(C=CC(=C1)F)F)C (2-[4-(t-butyldimethylsilyloxy)-1-[(4-chlorophenyl)sulfonyl]-2-methylbutyl]-1,4-difluorobenzene), C(C)(=O)OCC (Ethyl acetate), OO (hydrogen peroxide), hexaammonium heptamolybdate tetrahydrate, ClC=1C(=NC(=CC1)Cl)C(C1=CC=NC=C1)SC=1C=NC(=CC1)Cl (3,6-dichloro-2-[(6-chloropyridin-3-ylthio) (pyridin-4-yl)methyl]pyridine). Yield: 20.4%. Reaction conditions: time 2 hour. The product is [Si](C)(C)(C(C)(C)C)OC(CCC(S(=O)(=O)C1=CC=C(C=C1)Cl)C1=C(C=CC(=C1)F)F)C (2-[4-(tert-butyldimethylsilyloxy)-1-(4-chlorophenylsulfonyl)pentyl]-1,4-difluorobenzene). RXN SMILES: OO.Cl[C:4]1C(C(SC2C=NC(Cl)=CC=2)C2C=CN=CC=2)=NC(Cl)=CC=1.C(OCC)(=O)C.[Si:32]([O:39][CH2:40][CH2:41][CH:42](C)[CH:43]([C:54]1[CH:59]=[C:58]([F:60])[CH:57]=[CH:56][C:55]=1[F:61])[S:44]([C:47]1[CH:52]=[CH:51][C:50]([Cl:53])=[CH:49][CH:48]=1)(=[O:46])=[O:45])([C:35]([CH3:38])([CH3:37])[CH3:36])([CH3:34])[CH3:33]>CO.CCCCCC>[Si:32]([O:39][CH:40]([CH3:4])[CH2:41][CH2:42][CH:43]([C:54]1[CH:59]=[C:58]([F:60])[CH:57]=[CH:56][C:55]=1[F:61])[S:44]([C:47]1[CH:48]=[CH:49][C:50]([Cl:53])=[CH:51][CH:52]=1)(=[O:46])=[O:45])([C:35]([CH3:36])([CH3:38])[CH3:37])([CH3:33])[CH3:34]. The reactants are O=C(CC(C1=CC=CC=C1)C1=CC=CC=C1)NC(C(=O)OC)CC1=CC(=C(C=C1)OC)OC (α-[(1-Oxo-3,3-diphenylpropyl)amino]-3,4-dimethoxybenzenepropionic acid, methyl ester), CO (methanol). The solvent is O1CCCC1 (tetrahydrofuran), [OH-].[Na+] (sodium hydroxide). The product is O=C(CC(C1=CC=CC=C1)C1=CC=CC=C1)NC(C(=O)O)CC1=CC(=C(C=C1)OC)OC (α-[(1-Oxo-3,3-diphenylpropyl)amino]-3,4-dimethoxybenzenepropionic acid). RXN SMILES: [O:1]=[C:2]([NH:17][CH:18]([CH2:23][C:24]1[CH:29]=[CH:28][C:27]([O:30][CH3:31])=[C:26]([O:32][CH3:33])[CH:25]=1)[C:19]([O:21]C)=[O:20])[CH2:3][CH:4]([C:11]1[CH:16]=[CH:15][CH:14]=[CH:13][CH:12]=1)[C:5]1[CH:10]=[CH:9][CH:8]=[CH:7][CH:6]=1.CO>[OH-].[Na+].O1CCCC1>[O:1]=[C:2]([NH:17][CH:18]([CH2:23][C:24]1[CH:29]=[CH:28][C:27]([O:30][CH3:31])=[C:26]([O:32][CH3:33])[CH:25]=1)[C:19]([OH:21])=[O:20])[CH2:3][CH:4]([C:5]1[CH:6]=[CH:7][CH:8]=[CH:9][CH:10]=1)[C:11]1[CH:16]=[CH:15][CH:14]=[CH:13][CH:12]=1 |f:2.3|. Procedure details: α-[(1-Oxo-3,3-diphenylpropyl)amino]-3,4-dimethoxybenzenepropionic acid, methyl ester (6.0 g) in 1N sodium hydroxide, tetrahydrofuran, and methanol was allowed to stir at room temperature for several hours. The mixture was evaporated to 50% volume and poured into ethyl acetate and water. The layers were separated and the aqueous layer was brought to pH 2 using concentrated hydrochloric acid. The mixture was extracted with ethyl acetate (2×50 ml) and the combined extracts were washed with water, b... Reactants: ClC=1C2=C(N=CN1)OC(=C2C2=CC=CC=C2)I (4-Chloro-6-iodo-5-phenyl-furo[2,3-d]pyrimidine), O1[C@@H](CCC1)NC ((S)-tetrahydrofuran-2-yl-methylamine), CCN(C(C)C)C(C)C (DIEA). Run in CN(C)C=O (DMF), O (water). Product: O1[C@@H](CCC1)CNC=1C2=C(N=CN1)OC(=C2C2=CC=CC=C2)I (4-[(S)-(tetrahydrofuran-2-yl)-methyl]amino-6-iodo-5-phenyl-furo[2,3-d]pyrimidine). As a reaction SMILES: Cl[C:2]1[C:3]2[C:10]([C:11]3[CH:16]=[CH:15][CH:14]=[CH:13][CH:12]=3)=[C:9]([I:17])[O:8][C:4]=2[N:5]=[CH:6][N:7]=1.[O:18]1[CH2:22][CH2:21][CH2:20][C@H:19]1NC.C[CH2:26][N:27](C(C)C)C(C)C>CN(C=O)C.O>[O:18]1[CH2:22][CH2:21][CH2:20][C@H:19]1[CH2:26][NH:27][C:2]1[C:3]2[C:10]([C:11]3[CH:16]=[CH:15][CH:14]=[CH:13][CH:12]=3)=[C:9]([I:17])[O:8][C:4]=2[N:5]=[CH:6][N:7]=1. Reported procedure: A solution of 164 (550 mg, 1.54 mmol), (S)-tetrahydrofuran-2-yl-methylamine (190 μL, 1.85 mmol), and DIEA (401 μL, 2.3 mmol) in DMF (4 mL) was heated to 100° C. for 1 h. The reaction mixture was diluted with water, the precipitated solid was filtered and dried. Reactants: BrC1=C(O[Si](C)(C)C(C)(C)C)C(=CC=C1)F ((2-bromo-6-fluorophenoxy)(tert-butyl)dimethylsilane), [Br-].C1(CCCCC1)[Zn+] (cyclohexylzinc(II) bromide), resultant mixture. Reagents/catalysts: CC(C)([P](C(C)(C)C)([Pd][P](C(C)(C)C)(C(C)(C)C)C(C)(C)C)C(C)(C)C)C (bis(tri-tert-butylphosphine)palladium(0)). The solvent is C1CCOC1 (THF). Product: C(C)(C)(C)[Si](C)(C)OC1=C(C=CC=C1F)C1CCCCC1 (tert-Butyl(2-cyclohexyl-6-fluorophenoxy)dimethylsilane). Reaction SMILES: Br[C:2]1[CH:15]=[CH:14][CH:13]=[C:12]([F:16])[C:3]=1[O:4][Si:5]([C:8]([CH3:11])([CH3:10])[CH3:9])([CH3:7])[CH3:6].[Br-].[CH:18]1([Zn+])[CH2:23][CH2:22][CH2:21][CH2:20][CH2:19]1>CC(C)([P](C(C)(C)C)([Pd][P](C(C)(C)C)(C(C)(C)C)C(C)(C)C)C(C)(C)C)C.C1COCC1>[C:8]([Si:5]([O:4][C:3]1[C:12]([F:16])=[CH:13][CH:14]=[CH:15][C:2]=1[CH:18]1[CH2:23][CH2:22][CH2:21][CH2:20][CH2:19]1)([CH3:7])[CH3:6])([CH3:11])([CH3:10])[CH3:9] |f:1.2,^1:27,33|. Procedure details: A solution consisting of (2-bromo-6-fluorophenoxy)(tert-butyl)dimethylsilane (0.832 g, 2.73 mmol) and bis(tri-tert-butylphosphine)palladium(0) (0.070 g, 0.14 mmol) and dry THF (5 mL) was treated with cyclohexylzinc(II) bromide (7.0 mL, 3.5 mmol, 0.5 M in THF). The resultant mixture was heated for 45 minutes at 50° C., cooled to rt, and concentrated to dryness. The resultant residue was subjected to FCC purification to the title compound (0.841 g, 89%) which was used without purification. Product: C(C)OC(C#CC1=CC(=C(C=C1)Cl)Cl)=O ((3,4-Dichloro-phenyl)-propynoic acid ethyl ester). The solvent is C1CCOC1 (THF). Conditions: temperature 35 celsius, time 8 hour. RXN SMILES: [Cl:1][C:2]1[CH:7]=[CH:6][C:5](I)=[CH:4][C:3]=1[Cl:9].C(=O)([O-])[O-].[Cs+].[Cs+].[CH2:16]([O:18][C:19](=[O:22])[C:20]#[CH:21])[CH3:17]>[Pd](Cl)Cl.C1(P(C2C=CC=CC=2)C2C=CC=CC=2)C=CC=CC=1.C1(P(C2C=CC=CC=2)C2C=CC=CC=2)C=CC=CC=1.[Cu]I.C1COCC1>[CH2:16]([O:18][C:19](=[O:22])[C:20]#[C:21][C:5]1[CH:6]=[CH:7][C:2]([Cl:1])=[C:3]([Cl:9])[CH:4]=1)[CH3:17] |f:1.2.3,5.6.7|. Reactants: C(C)OC(C#C)=O (propynoic acid ethyl ester), C([O-])([O-])=O.[Cs+].[Cs+] (cesium carbonate), ClC1=C(C=C(C=C1)I)Cl (1,2-dichloro-4-iodo-benzene), C(C)OC(C#C)=O (propynoic acid ethyl ester). Reagents/catalysts: [Pd](Cl)Cl.C1(=CC=CC=C1)P(C1=CC=CC=C1)C1=CC=CC=C1.C1(=CC=CC=C1)P(C1=CC=CC=C1)C1=CC=CC=C1 (bis(triphenylphosphine) palladium(II) chloride), [Cu]I (copper(I) iodide). Procedure: Under argon atmosphere, a four neck flask was charged with 1,2-dichloro-4-iodo-benzene (222.8 g, 0.80 mol), bis(triphenylphosphine) palladium(II) chloride (11.2 g, 16.0 mmol, 2 mol %), copper(I) iodide (6.09 g, 32.0 mmol, 4 mol %) and dry THF (2.4 l). At r.t., cesium carbonate (526.6 g, 1.60 mol, 2 eq.) was added over 5 minutes. Afterward, propynoic acid ethyl ester (168.6 ml, 1.60 mol, 2 eq.) was added, and the reaction mixture was stirred overnight at 35° C. An additional portion of propynoic ... Reactants: C(C)(C)(C)C(C(=O)[O-])O (terButylglycolate), C(C)(=O)OCC (ethyl acetate), [H-].[Na+] (sodium hydride), C1CCOC1 (THF), C(C#C)Br (Propargyl bromide). Run in hexanes. Conditions: time 30 minute. Yields the product C(C#C)OCC(=O)OC(C)(C)C (Tert-Butyl 2-(prop-2-ynyloxy)acetate). Isolated yield 70.0%. As a reaction SMILES: [H-].[Na+].C([CH:7]([OH:11])[C:8]([O-:10])=[O:9])(C)(C)C.[CH2:12](Br)[C:13]#[CH:14].[C:16](OCC)(=O)C.[CH2:22]1[CH2:26]OC[CH2:23]1>>[CH2:12]([O:11][CH2:7][C:8]([O:10][C:22]([CH3:23])([CH3:26])[CH3:16])=[O:9])[C:13]#[CH:14] |f:0.1|. Procedure details: To a suspension of sodium hydride (60% dispersion in mineral oil) (23 mmol) in dry THF (10 mL) at 0° C. under nitrogen was gradually added terButylglycolate (19.1 mmol). The resultant reaction mixture was allowed to stir at room temperature for 30 min. This was followed by the addition of Propargyl bromide (23 mmol). The reaction mixture was then stirred at room temperature for 8 h. The reaction was concentrated in vacuo and diluted with water (30 mL). The mixture was then extracted with DCM (3×...